From a dataset of the Open Reaction Database (ORD), a public repository of structured organic reaction records. describe an organic reaction: reactants, conditions, products, and yield Starting materials: BrC1=CC(=C(N(CCCC(=O)O)C(C)C)C=C1)C=O (4-(4-bromo-2-formylisopropylanilino)butyric acid), C(OC)(OC)=O (dimethyl carbonate), C[O-].[Na+].CO (sodium methoxide methanol), C([O-])([O-])=O.[K+].[K+] (potassium carbonate), CI (methyl iodide), Cl (hydrochloric acid). Run in CN(C)C=O (DMF). Reaction conditions: time 1 hour. Yields the product BrC=1C=CC2=C(C=C(CCN2C(C)C)C(=O)OC)C1 (methyl 7-bromo-1-isopropyl-2,3-dihydro-1-benzazepine-4-carboxylate). Yield: 56.2%. RXN SMILES: [Br:1][C:2]1[CH:17]=[CH:16][C:5]([N:6]([CH:13]([CH3:15])[CH3:14])[CH2:7][CH2:8][CH2:9][C:10]([OH:12])=[O:11])=[C:4]([CH:18]=O)[CH:3]=1.[C:20](=O)([O-])[O-].[K+].[K+].CI.C(=O)(OC)OC.C[O-].[Na+].CO.Cl>CN(C=O)C>[Br:1][C:2]1[CH:17]=[CH:16][C:5]2[N:6]([CH:13]([CH3:15])[CH3:14])[CH2:7][CH2:8][C:9]([C:10]([O:12][CH3:20])=[O:11])=[CH:18][C:4]=2[CH:3]=1 |f:1.2.3,6.7.8|. Procedure: In DMF (4.5 ml) was dissolved 4-(4-bromo-2-formylisopropylanilino)butyric acid (0.9 g). To the solution was added potassium carbonate (0.49 g), followed by addition of methyl iodide (0.2 ml) and stirring at room temperature 1 hour. To the mixture was added dimethyl carbonate (9 ml), followed by addition of a 28% sodium methoxide/methanol solution (1.27 g) and stirring at 50° C. for 1 hour. After cooled to room temperature, the mixture was neutralized with 2N hydrochloric acid, and extracted with... The reactants are Cc1c(C)n(Cc2ccccc2)c2c(OCc3ccc(F)cc3)c(C#N)cnc12, CCO, [K+], [OH-], O. Product: Cc1c(C)n(Cc2ccccc2)c2c(OCc3ccc(F)cc3)c(C(N)=O)cnc12. As a reaction SMILES: [CH2:1]([c:2]1[cH:3][cH:4][cH:5][cH:6][cH:7]1)[n:8]1[c:9]([CH3:29])[c:10]([CH3:28])[c:11]2[n:12][cH:13][c:14]([C:26]#[N:27])[c:15]([O:17][CH2:18][c:19]3[cH:20][cH:21][c:22]([F:25])[cH:23][cH:24]3)[c:16]12.[CH3:32][CH2:33][OH:34].[K+:31].[OH-:30].[OH2:35]>>[CH2:1]([c:2]1[cH:3][cH:4][cH:5][cH:6][cH:7]1)[n:8]1[c:9]([CH3:29])[c:10]([CH3:28])[c:11]2[n:12][cH:13][c:14]([C:26]([NH2:27])=[O:30])[c:15]([O:17][CH2:18][c:19]3[cH:20][cH:21][c:22]([F:25])[cH:23][cH:24]3)[c:16]12. The reactants are C(C)(CC)OC(CC(CCCCCO)C)=O (8-hydroxy-3-methyloctanoic acid sec-butyl ester), C1(=CC=C(C=C1)S(=O)(=O)Cl)C (p-toluenesulphonyl chloride), ice water. Run in N1=CC=CC=C1 (pyridine). Product: C(C)(CC)OC(CC(CCCCCOS(=O)(=O)C1=CC=C(C=C1)C)C)=O (3-methyl-8-(p-toluenesulphonyloxy)octanoic acid sec-butyl ester). Reaction SMILES: [CH:1]([O:5][C:6](=[O:16])[CH2:7][CH:8]([CH3:15])[CH2:9][CH2:10][CH2:11][CH2:12][CH2:13][OH:14])([CH2:3][CH3:4])[CH3:2].[C:17]1([CH3:27])[CH:22]=[CH:21][C:20]([S:23](Cl)(=[O:25])=[O:24])=[CH:19][CH:18]=1>N1C=CC=CC=1>[CH:1]([O:5][C:6](=[O:16])[CH2:7][CH:8]([CH3:15])[CH2:9][CH2:10][CH2:11][CH2:12][CH2:13][O:14][S:23]([C:20]1[CH:21]=[CH:22][C:17]([CH3:27])=[CH:18][CH:19]=1)(=[O:25])=[O:24])([CH2:3][CH3:4])[CH3:2]. Procedure: A mixture of the oily ester, thus obtained, one ml of pyridine and 485 mg of p-toluenesulphonyl chloride was stirred at room temperature for 16 hours. The reaction mixture was poured into ice-water, extracted with ethyl acetate, the extract washed with dilute sulphuric acid, a saturated aqueous solution of sodium bicarbonate, a saturated aqueous solution of sodium chloride, dried over magnesium sulphate and concentrated under reduced pressure. The residue was purified by column chromatography on... The reactants are ClC1=C(C=C(C=C1)F)C (2-chloro-5-fluorotoluene), [N+](=O)([O-])[O-].[K+] (KNO3), ice. Solvent: OS(=O)(=O)O (H2SO4). Run at temperature 28 celsius, time 8 hour. Yields the product ClC1=C(C=C(C(=C1)[N+](=O)[O-])F)C (2-Chloro-5-fluoro-4-nitrotoluene). Isolated yield 93.9%. Reaction SMILES: [Cl:1][C:2]1[CH:7]=[CH:6][C:5]([F:8])=[CH:4][C:3]=1[CH3:9].[N+:10]([O-])([O-:12])=[O:11].[K+]>OS(O)(=O)=O>[Cl:1][C:2]1[CH:7]=[C:6]([N+:10]([O-:12])=[O:11])[C:5]([F:8])=[CH:4][C:3]=1[CH3:9] |f:1.2|. Procedure details: To a stirred solution of 2-chloro-5-fluorotoluene (0.500 g, 3.46 mmol, Lancaster, used as received) in conc. H2SO4 (5.0 mL) at 0° C., KNO3 (0.350 g, 3.46 mmol) was added in one lot. The resulting pale yellow solution was allowed to warm to 28° C. and stirred overnight at 28° C. It was then poured into ice (50 g) and extracted with ether (2×50 mL). The ether was dried over anhydrous Na2SO4, removed under vacuum, and the resulting oil was dried further under vacuum to afford 0.616 g (94%) of the t... Product: COC(C(=NOC)C1=C(CC(=C(C1)C)C)C(C1=CC(=CC=C1)Br)=O)=O ([2-(3- bromo-benzoyl)-4,5-dimethyl-cyclohexa-1,4-dienyl]-methoxyimino-acetic acid methyl ester). Procedure: 1.5 ml of 2,3-dimethylbuta-1,3-diene are added to the solution of 300 mg 5-(3-bromo-phenyl)-2-methoxyimino-5-oxo-pent-3-ynoic acid methyl ester in 1 ml toluene. The reaction mixture is heated for 24 hours at 130° in an autoclave. It is subsequently evaporated, stirred with petrol ether and filtered with suction. The filtrate is evaporated to give 300 mg of [2-(3- bromo-benzoyl)-4,5-dimethyl-cyclohexa-1,4-dienyl]-methoxyimino-acetic acid methyl ester as a resinous oil. Reaction SMILES: [CH3:1][C:2]([C:4]([CH3:6])=[CH2:5])=[CH2:3].[CH3:7][O:8][C:9](=[O:25])[C:10](=[N:22][O:23][CH3:24])[C:11]#[C:12][C:13]([C:15]1[CH:20]=[CH:19][CH:18]=[C:17]([Br:21])[CH:16]=1)=[O:14]>C1(C)C=CC=CC=1>[CH3:7][O:8][C:9](=[O:25])[C:10]([C:11]1[CH2:5][C:4]([CH3:6])=[C:2]([CH3:3])[CH2:1][C:12]=1[C:13](=[O:14])[C:15]1[CH:20]=[CH:19][CH:18]=[C:17]([Br:21])[CH:16]=1)=[N:22][O:23][CH3:24]. Solvent: C1(=CC=CC=C1)C (toluene). The reactants are CC(=C)C(=C)C (2,3-dimethylbuta-1,3-diene), COC(C(C#CC(=O)C1=CC(=CC=C1)Br)=NOC)=O (5-(3-bromo-phenyl)-2-methoxyimino-5-oxo-pent-3-ynoic acid methyl ester). Starting materials: COC(=O)C=1N(C(C2=CC=C(C=C2C1C1=CC=CC=C1)Br)=O)CC=1C=CC2=C(CCO2)C1 (6-bromo-2-(2,3-dihydrobenzofuran-5-ylmethyl)-1-oxo-4-phenyl-1,2-dihydroisoquinoline-3-carboxylic acid methyl ester), CB(O)O (methylboronic acid), C([O-])([O-])=O.[K+].[K+] (potassium carbonate), C1(=CC=CC=C1)C (toluene). The reagents and catalysts are C=1C=CC(=CC1)[P](C=2C=CC=CC2)(C=3C=CC=CC3)[Pd]([P](C=4C=CC=CC4)(C=5C=CC=CC5)C=6C=CC=CC6)([P](C=7C=CC=CC7)(C=8C=CC=CC8)C=9C=CC=CC9)[P](C=1C=CC=CC1)(C=1C=CC=CC1)C=1C=CC=CC1 (tetrakis(triphenylphosphine)palladium(0)). The solvent is C1CCOC1 (THF), O (Water). Run at temperature 100 celsius, time 12 hour. Product: COC(=O)C=1N(C(C2=CC=C(C=C2C1C1=CC=CC=C1)C)=O)CC=1C=CC2=C(CCO2)C1 (2-(2,3-dihydrobenzofuran-5-ylmethyl)-6-methyl-1-oxo-4-phenyl-1,2-dihydroisoquinoline-3-carboxylic acid methyl ester). The yield is 88.4%. As a reaction SMILES: [CH3:1][O:2][C:3]([C:5]1[N:6]([CH2:23][C:24]2[CH:25]=[CH:26][C:27]3[O:31][CH2:30][CH2:29][C:28]=3[CH:32]=2)[C:7](=[O:22])[C:8]2[C:13]([C:14]=1[C:15]1[CH:20]=[CH:19][CH:18]=[CH:17][CH:16]=1)=[CH:12][C:11](Br)=[CH:10][CH:9]=2)=[O:4].[CH3:33]B(O)O.C(=O)([O-])[O-].[K+].[K+].C1(C)C=CC=CC=1>C1C=CC([P]([Pd]([P](C2C=CC=CC=2)(C2C=CC=CC=2)C2C=CC=CC=2)([P](C2C=CC=CC=2)(C2C=CC=CC=2)C2C=CC=CC=2)[P](C2C=CC=CC=2)(C2C=CC=CC=2)C2C=CC=CC=2)(C2C=CC=CC=2)C2C=CC=CC=2)=CC=1.O.C1COCC1>[CH3:1][O:2][C:3]([C:5]1[N:6]([CH2:23][C:24]2[CH:25]=[CH:26][C:27]3[O:31][CH2:30][CH2:29][C:28]=3[CH:32]=2)[C:7](=[O:22])[C:8]2[C:13]([C:14]=1[C:15]1[CH:20]=[CH:19][CH:18]=[CH:17][CH:16]=1)=[CH:12][C:11]([CH3:33])=[CH:10][CH:9]=2)=[O:4] |f:2.3.4,^1:53,55,74,93|. Reported procedure: A mixture of 6-bromo-2-(2,3-dihydrobenzofuran-5-ylmethyl)-1-oxo-4-phenyl-1,2-dihydroisoquinoline-3-carboxylic acid methyl ester (300 mg), methylboronic acid (180 mg), tetrakis(triphenylphosphine)palladium(0) (70 mg), potassium carbonate (250 mg), toluene (6 ml) and THF (3 ml) was stirred at 100° C. under a nitrogen atmosphere for 12 hrs. Water was added to the reaction mixture, and the mixture was extracted with ethyl acetate. The organic layer was washed with water and saturated brine. The solv...